From a dataset of the Open Reaction Database (ORD), a public repository of structured organic reaction records. describe an organic reaction: reactants, conditions, products, and yield Procedure details: Into 15 ml of anhydrous ethanol, 205 mg (0.0089 mole) of methallic sodium was dissolved and then, 1.8 g (0.0089 mole) of p-phenoxyphenol was added. The mixture was stirred at room temperature for about 30 minutes. Ethanol was distilled off under a reduced pressure and 5 ml of dimethyl formamide was added to the residue and dimethyl formamide was distilled off under a reduced pressure and then, 15 ml of dimethyl formamide was added to the residue to dissolve it. Into the solution, 2.5 g (0.010 mo... The yield is 44.4%. Solvent: C(C)O (ethanol). The reactants are C(=O)N (formamide), O(C1=CC=CC=C1)C1=CC=C(C=C1)O (p-phenoxyphenol), BrC(C(=O)OCC)C1CCCCC1 (ethyl α-bromo-α-cyclohexylacetate), [Na] (sodium). Yields the product O(C1=CC=CC=C1)C1=CC=C(OC(C(=O)OCC)C2CCCCC2)C=C1 (ethyl α-(p-phenoxyphenoxy)α-cyclohexylacetate). Reaction conditions: time 30 minute. Reaction SMILES: [Na].[O:2]([C:9]1[CH:14]=[CH:13][C:12]([OH:15])=[CH:11][CH:10]=1)[C:3]1[CH:8]=[CH:7][CH:6]=[CH:5][CH:4]=1.Br[CH:17]([CH:23]1[CH2:28][CH2:27][CH2:26][CH2:25][CH2:24]1)[C:18]([O:20][CH2:21][CH3:22])=[O:19].C(N)=O>C(O)C>[O:2]([C:9]1[CH:10]=[CH:11][C:12]([O:15][CH:17]([CH:23]2[CH2:28][CH2:27][CH2:26][CH2:25][CH2:24]2)[C:18]([O:20][CH2:21][CH3:22])=[O:19])=[CH:13][CH:14]=1)[C:3]1[CH:8]=[CH:7][CH:6]=[CH:5][CH:4]=1 |^1:0|. The reactants are C(C)(C)(C)C1=CC(=C(N1)[N+](=O)[O-])C(=O)OC (methyl 5-tert-butyl-2-nitro-1H-pyrrole-3-carboxylate), [OH-].[K+] (KOH), Cl (HCl). Run at temperature 80 celsius, time 30 minute. As a reaction SMILES: [C:1]([C:5]1[NH:9][C:8]([N+:10]([O-:12])=[O:11])=[C:7]([C:13]([O:15]C)=[O:14])[CH:6]=1)([CH3:4])([CH3:3])[CH3:2].[OH-].[K+].Cl>>[C:1]([C:5]1[NH:9][C:8]([N+:10]([O-:12])=[O:11])=[C:7]([C:13]([OH:15])=[O:14])[CH:6]=1)([CH3:4])([CH3:2])[CH3:3] |f:1.2|. Procedure: To methyl 5-tert-butyl-2-nitro-1H-pyrrole-3-carboxylate (900 mg, 3.98 mmol) was added 12% aqueous KOH (5 mL), and the resulting reaction mixture was stirred at 80° C. for 30 min. The reaction mixture was poured into 1N aqueous HCl (excess), the aqueous phase was extracted 3 times with dichloromethane, the combined organic layers was dried and concentrated under vacuum to afford 5-tert-butyl-2-nitro-1H-pyrrole-3-carboxylic acid (5) as yellow solid (750 mg, 89%). Isolated yield 88.8%. Product: C(C)(C)(C)C1=CC(=C(N1)[N+](=O)[O-])C(=O)O (5-tert-butyl-2-nitro-1H-pyrrole-3-carboxylic acid).